From a dataset of the Open Reaction Database (ORD), a public repository of structured organic reaction records. describe an organic reaction: reactants, conditions, products, and yield The reactants are NC1(CCC1)C1=CC=C(C=C1)C1=NC=2CCCC(C2C=C1C1=CC=CC=C1)=O (2-(4-(1-aminocyclobutyl)phenyl)-3-phenyl-7,8-dihydroquinolin-5(6H)-one), C(C)(C)(C)OC(NC1(CCC1)C1=CC=C(C=C1)C=1C(=CC2=C(OCC(N2C)=O)N1)C1=CC=CC=C1)=O (tert-butyl(1-(4-(1-methyl-2-oxo-7-phenyl-2,3-dihydro-1H-pyrido[2,3-b][1,4]oxazin-6-yl)phenyl)cyclobutyl)carbamate). Product: NC1(CCC1)C1=CC=C(C=C1)C=1C(=CC2=C(OCC(N2C)=O)N1)C1=CC=CC=C1 (6-(4-(1-aminocyclobutyl)phenyl)-1-methyl-7-phenyl-1H-pyrido[2,3-b][1,4]oxazin-2(3H)-one). Isolated yield 81.1%. RXN SMILES: NC1(C2C=CC(C3C(C4C=CC=CC=4)=CC4C(=O)CCCC=4N=3)=CC=2)CCC1.C(OC(=O)[NH:35][C:36]1([C:40]2[CH:45]=[CH:44][C:43]([C:46]3[C:47]([C:58]4[CH:63]=[CH:62][CH:61]=[CH:60][CH:59]=4)=[CH:48][C:49]4[N:54]([CH3:55])[C:53](=[O:56])[CH2:52][O:51][C:50]=4[N:57]=3)=[CH:42][CH:41]=2)[CH2:39][CH2:38][CH2:37]1)(C)(C)C>>[NH2:35][C:36]1([C:40]2[CH:41]=[CH:42][C:43]([C:46]3[C:47]([C:58]4[CH:63]=[CH:62][CH:61]=[CH:60][CH:59]=4)=[CH:48][C:49]4[N:54]([CH3:55])[C:53](=[O:56])[CH2:52][O:51][C:50]=4[N:57]=3)=[CH:44][CH:45]=2)[CH2:37][CH2:38][CH2:39]1. Procedure: Following the procedure for 2-(4-(1-aminocyclobutyl)phenyl)-3-phenyl-7,8-dihydroquinolin-5(6H)-one, tert-butyl(1-(4-(1-methyl-2-oxo-7-phenyl-2,3-dihydro-1H-pyrido[2,3-b][1,4]oxazin-6-yl)phenyl)cyclobutyl)carbamate (37 mg, 0.08 mmol) was reacted to afford the title compound (25 mg, 78%). LCMS (Method A): RT=3.90 min, M+2H+=387. 1H NMR (500 MHz, MeOD): 7.54 (1H, S), 7.40 (2H, d), 7.37 (2H, d), 7.29-7.27 (3H, m), 7.23-7.21 (m, 2H), 4.95 (2H, s), 3.42 (3H, s), 2.77-2.71 (m, 2H), 2.59-2.53 (m, 2H), 2... Starting materials: NC1=CC=NC(=C1C(=O)N[C@@H](CC1=CC=CC=C1)C)C(F)(F)F ((R)-4-amino-N-(1-phenylpropan-2-yl)-2-(trifluoromethyl)nicotinamide), C(C=1C(=CC=CC1)OC)=O (ortho-anisaldehyde). The reagents and catalysts are C1(=CC=C(C=C1)S(=O)(=O)O)C (4-toluenesulfonic acid). Solvent: C1(=CC=CC=C1)C (toluene). Yields the product COC1=C(C=CC=C1)C1N(C(C2=C(N1)C=CN=C2C(F)(F)F)=O)[C@@H](CC2=CC=CC=C2)C (2-(2-methoxyphenyl)-3-((R)-1-phenylpropan-2-yl)-5-(trifluoromethyl)-2,3-dihydropyrido[4,3-d]pyrimidin-4(1H)-one). Yield: 31.3%. Reaction SMILES: [NH2:1][C:2]1[C:7]([C:8]([NH:10][C@H:11]([CH3:19])[CH2:12][C:13]2[CH:18]=[CH:17][CH:16]=[CH:15][CH:14]=2)=[O:9])=[C:6]([C:20]([F:23])([F:22])[F:21])[N:5]=[CH:4][CH:3]=1.[CH:24](=O)[C:25]1[C:26]([O:31][CH3:32])=[CH:27][CH:28]=[CH:29][CH:30]=1>C1(C)C=CC=CC=1.C1(C)C=CC(S(O)(=O)=O)=CC=1>[CH3:32][O:31][C:26]1[CH:27]=[CH:28][CH:29]=[CH:30][C:25]=1[CH:24]1[NH:1][C:2]2[CH:3]=[CH:4][N:5]=[C:6]([C:20]([F:23])([F:21])[F:22])[C:7]=2[C:8](=[O:9])[N:10]1[C@H:11]([CH3:19])[CH2:12][C:13]1[CH:18]=[CH:17][CH:16]=[CH:15][CH:14]=1. Procedure: (R)-4-amino-N-(1-phenylpropan-2-yl)-2-(trifluoromethyl)nicotinamide (16.23 g, 50.2 mmol) and ortho-anisaldehyde (8.2 g, 60.2 mmol) were combined along with a catalytic amount of 4-toluenesulfonic acid (0.174 g, 1.0 mmol) in anhydrous toluene (550 mL). This mixture was heated at reflux overnight in a round bottom flask fitted with a Dean-Stark trap. The resultant dark solution was cooled to room temperature, then concentrated in vacuo to a dark brown paste. This paste was suspended in ethyl aceta... Reactants: CCCCO, CC(C)n1cnc2c(Cl)nc(Cl)nc21, NCc1ccccc1. RXN SMILES: [CH2:23]([OH:24])[CH2:25][CH2:26][CH3:27].[Cl:1][c:2]1[n:3][c:4]([Cl:14])[c:5]2[n:6][cH:7][n:8]([CH:11]([CH3:12])[CH3:13])[c:9]2[n:10]1.[NH2:15][CH2:16][c:17]1[cH:18][cH:19][cH:20][cH:21][cH:22]1>>[Cl:1][c:2]1[n:3][c:4]([NH:15][CH2:16][c:17]2[cH:18][cH:19][cH:20][cH:21][cH:22]2)[c:5]2[n:6][cH:7][n:8]([CH:11]([CH3:12])[CH3:13])[c:9]2[n:10]1. Product: CC(C)n1cnc2c(NCc3ccccc3)nc(Cl)nc21. Starting materials: ClC1=CC=C(C=C1)O (4-chlorophenol), ClC1=NC(=NC(=C1)C)NC1=CC(=C(C=C1)N1C=NC(=C1)C)OC ((4-chloro-6-methyl-pyrimidin-2-yl)-[3-methoxy-4-(4-methyl-imidazol-1-yl)-phenyl]-amine). Yields the product ClC1=CC=C(OC2=NC(=NC(=C2)C)NC2=CC(=C(C=C2)N2C=NC(=C2)C)OC)C=C1 ([4-(4-Chloro-phenoxy)-6-methyl-pyrimidin-2-yl]-[3-methoxy-4-(4-methyl-imidazol-1-yl)-phenyl]-amine). Yield: 73.0%. As a reaction SMILES: [Cl:1][C:2]1[CH:7]=[CH:6][C:5]([OH:8])=[CH:4][CH:3]=1.Cl[C:10]1[CH:15]=[C:14]([CH3:16])[N:13]=[C:12]([NH:17][C:18]2[CH:23]=[CH:22][C:21]([N:24]3[CH:28]=[C:27]([CH3:29])[N:26]=[CH:25]3)=[C:20]([O:30][CH3:31])[CH:19]=2)[N:11]=1>>[Cl:1][C:2]1[CH:7]=[CH:6][C:5]([O:8][C:10]2[CH:15]=[C:14]([CH3:16])[N:13]=[C:12]([NH:17][C:18]3[CH:23]=[CH:22][C:21]([N:24]4[CH:28]=[C:27]([CH3:29])[N:26]=[CH:25]4)=[C:20]([O:30][CH3:31])[CH:19]=3)[N:11]=2)=[CH:4][CH:3]=1. Procedure: The title compound was prepared in analogous manners as described in example 9) from 4-chlorophenol and (4-chloro-6-methyl-pyrimidin-2-yl)-[3-methoxy-4-(4-methyl-imidazol-1-yl)-phenyl]-amine. It was obtained in 73% yield as a pale-brown solid. The reactants are solution, O=C1C(O)=C([O-])[C@H](O1)[C@@H](O)CO.[Na+] (sodium ascorbate), solution, [Li]C(C)(C)C (tBuLi), CCCCCCC (heptane), CN(C1=CC=CC=C1)C=1SC=CN1 (2-(N-Methyl-N-phenylamino)thiazole), ClC1=NC=C(C=N1)F (2-chloro-5-fluoropyrimidine), ClC=1C(C(=C(C(C1Cl)=O)C#N)C#N)=O (2,3-dichloro-5,6-dicyano-1,4-benzoquinone). The solvent is C1CCOC1 (THF), C1CCOC1 (THF), O (water). Run at temperature -78 celsius, time 10 minute. Yields the product ClC1=NC=C(C(=N1)C1=CN=C(S1)N(C1=CC=CC=C1)C)F (5-(2-Chloro-5-fluoropyrimidin-4-yl)-N-methyl-N-phenylthiazol-2-amine). Reaction SMILES: [Li]C(C)(C)C.CCCCCCC.[CH3:13][N:14]([C:21]1[S:22][CH:23]=[CH:24][N:25]=1)[C:15]1[CH:20]=[CH:19][CH:18]=[CH:17][CH:16]=1.[Cl:26][C:27]1[N:32]=[CH:31][C:30]([F:33])=[CH:29][N:28]=1.ClC1C(=O)C(C#N)=C(C#N)C(=O)C=1Cl.O=C1O[C@H]([C@H](CO)O)C([O-])=C1O.[Na+]>C1COCC1.O>[Cl:26][C:27]1[N:32]=[C:31]([C:23]2[S:22][C:21]([N:14]([CH3:13])[C:15]3[CH:16]=[CH:17][CH:18]=[CH:19][CH:20]=3)=[N:25][CH:24]=2)[C:30]([F:33])=[CH:29][N:28]=1 |f:5.6|. Reported procedure: A 1.6 M solution of tBuLi in heptane (1.6 mL, 2.6 mmol) was added to a stirred solution of 0.44 g (2.3 mmol) of 2-(N-Methyl-N-phenylamino)thiazole in 8 mL of THF at −78° C. The solution was stirred for 15 min at −78° C. before 0.24 mL (2.6 mmol) of 2-chloro-5-fluoropyrimidine and 2 mL of THF were added. The reaction solution was stirred for 10 min at −78° C., then quenched by addition of 1 mL of AcOH in 1 mL of MeOH. Solid 2,3-dichloro-5,6-dicyano-1,4-benzoquinone (1.1 g, 4.6 mmol) was added and... The reactants are [H][H] (hydrogen), C(C)OC=1C=C(C=CC1)C(=CC(C)C)C1=CC=2C(=NC=CC2)N1 (2-(1-(3-ethoxy-phenyl)-3-methyl-but-1-enyl)-1H-pyrrolo[2,3-b]pyridine). The reagents and catalysts are [Pd] (palladium on carbon). Run in CO (methanol). Run at temperature 25 celsius, time 16 hour. The product is ethyl acetate petroleum ether, C(C)OC=1C=C(C=CC1)C(CC(C)C)C1=CC=2C(=NC=CC2)N1 (2-(1-(3-ethoxy-phenyl)-3-methyl-butyl)-1H-pyrrolo[2,3-b]pyridine). Isolated yield 61.8%. RXN SMILES: [CH2:1]([O:3][C:4]1[CH:5]=[C:6]([C:10]([C:15]2[NH:23][C:18]3=[N:19][CH:20]=[CH:21][CH:22]=[C:17]3[CH:16]=2)=[CH:11][CH:12]([CH3:14])[CH3:13])[CH:7]=[CH:8][CH:9]=1)[CH3:2].[H][H]>CO.[Pd]>[CH2:1]([O:3][C:4]1[CH:5]=[C:6]([CH:10]([C:15]2[NH:23][C:18]3=[N:19][CH:20]=[CH:21][CH:22]=[C:17]3[CH:16]=2)[CH2:11][CH:12]([CH3:14])[CH3:13])[CH:7]=[CH:8][CH:9]=1)[CH3:2]. Procedure details: A solution of 2-(1-(3-ethoxy-phenyl)-3-methyl-but-1-enyl)-1H-pyrrolo[2,3-b]pyridine (1.3 g, 4.2 mmol) in methanol (30 mL) was treated with 10% palladium on carbon (130 mg). The reaction was stirred for 16 h at 25° C. under a balloon filled with hydrogen gas. The reaction mixture was filtered through a pad of celite and washed with methanol (2×20 mL). The filtrate was concentrated in vacuo. Silica gel column chromatography (30 g, ethyl acetate/petroleum ether: 1:10) afforded 2-(1-(3-ethoxy-phenyl... Reactants: Brc1ccncc1, O=C([O-])[O-], COCCOC, Cl, O=[N+]([O-])c1ccccc1B(O)O, N#N, [Na+], [Na+], O, [Pd], c1ccc(P(c2ccccc2)c2ccccc2)cc1, c1ccc(P(c2ccccc2)c2ccccc2)cc1, c1ccc(P(c2ccccc2)c2ccccc2)cc1, c1ccc(P(c2ccccc2)c2ccccc2)cc1. Yields the product O=[N+]([O-])c1ccccc1-c1ccncc1. RXN SMILES: [Br:14][c:15]1[cH:16][cH:17][n:18][cH:19][cH:20]1.[C:21](=[O:22])([O-:23])[O-:24].[CH3:107][O:108][CH2:109][CH2:110][O:111][CH3:112].[ClH:13].[N+:1](=[O:2])([O-:3])[c:4]1[c:5]([B:10]([OH:11])[OH:12])[cH:6][cH:7][cH:8][cH:9]1.[N:27]#[N:28].[Na+:25].[Na+:26].[OH2:106].[Pd:29].[c:30]1([P:31]([c:32]2[cH:33][cH:34][cH:35][cH:36][cH:37]2)[c:38]2[cH:39][cH:40][cH:41][cH:42][cH:43]2)[cH:44][cH:45][cH:46][cH:47][cH:48]1.[c:49]1([P:50]([c:51]2[cH:52][cH:53][cH:54][cH:55][cH:56]2)[c:57]2[cH:58][cH:59][cH:60][cH:61][cH:62]2)[cH:63][cH:64][cH:65][cH:66][cH:67]1.[c:68]1([P:69]([c:70]2[cH:71][cH:72][cH:73][cH:74][cH:75]2)[c:76]2[cH:77][cH:78][cH:79][cH:80][cH:81]2)[cH:82][cH:83][cH:84][cH:85][cH:86]1.[c:87]1([P:88]([c:89]2[cH:90][cH:91][cH:92][cH:93][cH:94]2)[c:95]2[cH:96][cH:97][cH:98][cH:99][cH:100]2)[cH:101][cH:102][cH:103][cH:104][cH:105]1>>[N+:1](=[O:2])([O-:3])[c:4]1[c:5](-[c:15]2[cH:16][cH:17][n:18][cH:19][cH:20]2)[cH:6][cH:7][cH:8][cH:9]1. Reactants: FC(F)(F)c1cccc(CNc2ccc3c(Cl)nnc(Cl)c3c2)c1, Cl, [Na+], C1COCCO1, [OH-], O. The product is Oc1nnc(Cl)c2ccc(NCc3cccc(C(F)(F)F)c3)cc12. As a reaction SMILES: [Cl:1][c:2]1[n:3][n:4][c:5]([Cl:24])[c:6]2[cH:7][c:8]([NH:12][CH2:13][c:14]3[cH:15][c:16]([C:20]([F:21])([F:22])[F:23])[cH:17][cH:18][cH:19]3)[cH:9][cH:10][c:11]12.[ClH:33].[Na+:26].[O:27]1[CH2:28][CH2:29][O:30][CH2:31][CH2:32]1.[OH-:25].[OH2:34]>>[Cl:1][c:2]1[n:3][n:4][c:5]([OH:27])[c:6]2[cH:7][c:8]([NH:12][CH2:13][c:14]3[cH:15][c:16]([C:20]([F:21])([F:22])[F:23])[cH:17][cH:18][cH:19]3)[cH:9][cH:10][c:11]12. The reactants are BrCC(=O)OCC (ethyl bromoacetate), C([O-])([O-])=O.[Cs+].[Cs+] (cesium carbonate), C(C1=CC=CC=C1)OC1=CC=C(C2=CC=CC=C12)O (4-benzyloxy-naphthalen-1-ol). Solvent: C(C)#N (acetonitrile). Yields the product C(C)OC(COC1=CC=C(C2=CC=CC=C12)OCC1=CC=CC=C1)=O ((4-Benzyloxy-naphthalen-1-yloxy)-acetic acid ethyl ester). The yield is 82.9%. RXN SMILES: [CH2:1]([O:8][C:9]1[C:18]2[C:13](=[CH:14][CH:15]=[CH:16][CH:17]=2)[C:12]([OH:19])=[CH:11][CH:10]=1)[C:2]1[CH:7]=[CH:6][CH:5]=[CH:4][CH:3]=1.Br[CH2:21][C:22]([O:24][CH2:25][CH3:26])=[O:23].C(=O)([O-])[O-].[Cs+].[Cs+]>C(#N)C>[CH2:25]([O:24][C:22](=[O:23])[CH2:21][O:19][C:12]1[C:13]2[C:18](=[CH:17][CH:16]=[CH:15][CH:14]=2)[C:9]([O:8][CH2:1][C:2]2[CH:3]=[CH:4][CH:5]=[CH:6][CH:7]=2)=[CH:10][CH:11]=1)[CH3:26] |f:2.3.4|. Procedure: A mixture of 2 g (8 mmol) of 4-benzyloxy-naphthalen-1-ol [Journal of Medicinal Chemistry (1985), 28(6), 822-41, of 2.67 g (16 mmol) of ethyl bromoacetate and of 3.12 g (9.6 mmol) of cesium carbonate in 30 ml of acetonitrile was stirred at 60° C. for 3 hours. Subsequently, the reaction mixture was evaporated to dryness and the residue was partitioned between water and tert.-butyl methyl ether. The organic phase was separated, washed with water and brine, dried over anhydrous sodium sulfate and fi... Starting materials: COc1ccc(C23CCN(C)CC2c2ccccc2O3)cc1, C[S-], CN(C)P(=O)(N(C)C)N(C)C, Cl, [Li+], O. The product is CN1CCC2(c3ccc(O)cc3)Oc3ccccc3C2C1. As a reaction SMILES: [CH3:1][O:2][c:3]1[cH:4][cH:5][c:6]([C:9]23[CH:10]([CH2:11][N:12]([CH3:15])[CH2:13][CH2:14]2)[c:16]2[c:17]([cH:19][cH:20][cH:21][cH:22]2)[O:18]3)[cH:7][cH:8]1.[CH3:23][S-:24].[CH3:27][N:28]([P:29]([N:30]([CH3:31])[CH3:32])([N:33]([CH3:34])[CH3:35])=[O:36])[CH3:37].[ClH:26].[Li+:25].[OH2:38]>>[OH:2][c:3]1[cH:4][cH:5][c:6]([C:9]23[CH:10]([CH2:11][N:12]([CH3:15])[CH2:13][CH2:14]2)[c:16]2[c:17]([cH:19][cH:20][cH:21][cH:22]2)[O:18]3)[cH:7][cH:8]1.